Task: describe an organic reaction: reactants, conditions, products, and yield. Dataset: the Open Reaction Database (ORD), a public repository of structured organic reaction records Reactants: ClCC(=O)NC1=CC=C(C=C1)[C@H]1CN(CCO1)[C@H](C)C1=CC=CC=C1 (2-chloro-N-{4-[(2S)-4-((1R)-1-phenylethyl)morpholin-2-yl]phenyl}acetamide), C([O-])([O-])=O.[K+].[K+] (potassium carbonate), Cl.CNC (dimethylamine hydrochloride). Run in O1CCCC1 (tetrahydrofuran), C(C)#N (acetonitrile). Yields the product CN(CC(=O)NC1=CC=C(C=C1)[C@H]1CN(CCO1)[C@H](C)C1=CC=CC=C1)C (N2,N2-dimethyl-N1-{4-[(2S)-4-((1R)-1-phenylethyl)morpholin-2-yl]phenyl}glycinamide). Isolated yield 125.2%. RXN SMILES: Cl[CH2:2][C:3]([NH:5][C:6]1[CH:11]=[CH:10][C:9]([C@@H:12]2[O:17][CH2:16][CH2:15][N:14]([C@@H:18]([C:20]3[CH:25]=[CH:24][CH:23]=[CH:22][CH:21]=3)[CH3:19])[CH2:13]2)=[CH:8][CH:7]=1)=[O:4].C(=O)([O-])[O-].[K+].[K+].Cl.[CH3:33][NH:34][CH3:35]>O1CCCC1.C(#N)C>[CH3:33][N:34]([CH3:35])[CH2:2][C:3]([NH:5][C:6]1[CH:11]=[CH:10][C:9]([C@@H:12]2[O:17][CH2:16][CH2:15][N:14]([C@@H:18]([C:20]3[CH:25]=[CH:24][CH:23]=[CH:22][CH:21]=3)[CH3:19])[CH2:13]2)=[CH:8][CH:7]=1)=[O:4] |f:1.2.3,4.5|. Procedure: A solution of 2-chloro-N-{4-[(2S)-4-((1R)-1-phenylethyl)morpholin-2-yl]phenyl}acetamide (0.9 g, 2.5 mmol), potassium carbonate (1.72 g, 12.5 mmol), and dimethylamine hydrochloride (1.00 g, 12.5 mmol) in tetrahydrofuran (40 ml) and acetonitrile (80 ml) was stirred at 95° C. for 10 hours. After filtration, the solvent was removed in vacuo and the residue was partitioned between water and dichloromethane. The organic layer was dried over anhydrous sodium sulfate and the solvent was evaporated under... Product: NNC(=O)c1ccc(I)cc1. Reaction SMILES: [CH3:1][C:2]([CH3:3])([CH3:4])[C:16]([NH:5][NH:6][C:7]([c:8]1[cH:9][cH:10][c:11]([I:14])[cH:12][cH:13]1)=[O:15])=[O:17].[OH:18][C:19]([C:20]([F:21])([F:22])[F:23])=[O:24]>>[NH2:5][NH:6][C:7]([c:8]1[cH:9][cH:10][c:11]([I:14])[cH:12][cH:13]1)=[O:15]. The reactants are CC(C)(C)C(=O)NNC(=O)c1ccc(I)cc1, O=C(O)C(F)(F)F. Reactants: C(C)(=O)O (acetic acid), N1CCCCC1 (piperidine), CC(C)OC(N[C@@H]1C[C@@H](N(C2=CC=C(C=C12)C1=CC=C(C=C1)C=O)C(C)=O)C)=O (1-methylethyl[(2S,4R)-1-acetyl-6-(4-formylphenyl)-2-methyl-1,2,3,4-tetrahydro-4-quinolinyl]carbamate), Intermediate 68, C(C)(=O)O[BH-](OC(C)=O)OC(C)=O.[Na+] (sodium triacetoxyborohydride). Run in ClCCl (dichloromethane), CO (MeOH), ClCCl (DCM). Reaction conditions: time 1 hour. The product is N (NH3), C(C)(=O)N1[C@H](C[C@H](C2=CC(=CC=C12)C1=CC=C(C=C1)CN1CCCCC1)NC(OC(C)C)=O)C (1-methylethyl {(2S,4R)-1-acetyl-2-methyl-6-[4-(1-piperidinylmethyl)phenyl]-1,2,3,4-tetrahydro-4-quinolinyl}carbamate). Yield: 68.9%. As a reaction SMILES: [CH3:1][CH:2]([O:4][C:5](=[O:29])[NH:6][C@H:7]1[C:16]2[C:11](=[CH:12][CH:13]=[C:14]([C:17]3[CH:22]=[CH:21][C:20]([CH:23]=O)=[CH:19][CH:18]=3)[CH:15]=2)[N:10]([C:25](=[O:27])[CH3:26])[C@@H:9]([CH3:28])[CH2:8]1)[CH3:3].C(O)(=O)C.[NH:34]1[CH2:39][CH2:38][CH2:37][CH2:36][CH2:35]1.C(O[BH-](OC(=O)C)OC(=O)C)(=O)C.[Na+]>ClCCl.CO>[NH3:6].[C:25]([N:10]1[C:11]2[C:16](=[CH:15][C:14]([C:17]3[CH:18]=[CH:19][C:20]([CH2:23][N:34]4[CH2:39][CH2:38][CH2:37][CH2:36][CH2:35]4)=[CH:21][CH:22]=3)=[CH:13][CH:12]=2)[C@H:7]([NH:6][C:5](=[O:29])[O:4][CH:2]([CH3:3])[CH3:1])[CH2:8][C@@H:9]1[CH3:28])(=[O:27])[CH3:26] |f:3.4|. Procedure: A suspension of 1-methylethyl[(2S,4R)-1-acetyl-6-(4-formylphenyl)-2-methyl-1,2,3,4-tetrahydro-4-quinolinyl]carbamate (for a preparation see Intermediate 68) (1.078 g, 2.73 mmol) in dichloromethane (DCM) (20 mL) under nitrogen was treated with acetic acid (0.313 mL, 5.47 mmol) and piperidine (0.279 g, 3.28 mmol). The resulting mixture was stirred at room temperature for 1 h then sodium triacetoxyborohydride (0.695 g, 3.28 mmol) was added and the reaction left to stir at room temperature over 60 h... Starting materials: C(C)(C)N(CC)C(C)C (diisopropylethylamine), NC1CCN(CC1)C(=O)OC(C)(C)C (1,1-dimethylethyl 4-amino-1-piperidinecarboxylate), BrC1=CC(=C(C=C1F)[N+](=O)[O-])F (4-Bromo-2,5-difluoronitrobenzene). Run in CN(C=O)C (dimethylformamide). Run at time 1 hour. Product: FC1=CC(=C(C=C1Br)NC1CCN(CC1)C(=O)OC(C)(C)C)[N+](=O)[O-] (1,1-Dimethylethyl 4-[(4-fluoro-5-bromo-2-nitrophenyl)amino]-piperidinecarboxylate). Reaction SMILES: [Br:1][C:2]1[C:7]([F:8])=[CH:6][C:5]([N+:9]([O-:11])=[O:10])=[C:4](F)[CH:3]=1.C(N(C(C)C)CC)(C)C.[NH2:22][CH:23]1[CH2:28][CH2:27][N:26]([C:29]([O:31][C:32]([CH3:35])([CH3:34])[CH3:33])=[O:30])[CH2:25][CH2:24]1>CN(C)C=O>[F:8][C:7]1[C:2]([Br:1])=[CH:3][C:4]([NH:22][CH:23]2[CH2:24][CH2:25][N:26]([C:29]([O:31][C:32]([CH3:35])([CH3:34])[CH3:33])=[O:30])[CH2:27][CH2:28]2)=[C:5]([N+:9]([O-:11])=[O:10])[CH:6]=1. Procedure: 4-Bromo-2,5-difluoronitrobenzene (0.60 g, 2.5 mmole) was dissolved in dry dimethylformamide (10 ml) and diisopropylethylamine (0.39 g, 3.0 mmole), and 1,1-dimethylethyl 4-amino-1-piperidinecarboxylate (0.53 g, 2.6 mmole) were added at room temperature and subsequently stirred for 1 hour. The mixture was then stirred at 80° C. for 2.5 h, then cooled to room temperature. The mixture was concentrated to dryness under vacuum and the residue partitioned between ethyl acetate and dilute aqueous potass... Reactants: C(C)OC=1C(CCCC1)=O (2-ethoxycyclohex-2-en-1-one), COC1=C(C(=CC=C1)OC)OC (1,2,3-trimethoxybenzene), CN(CCN(C)C)C (tetramethylethylenediamine), [Li]CCCC (n-BuLi), hexanes. Run in C1CCOC1 (THF), C1CCOC1 (THF). Run at time 2 hour. The product is OC1(C(CCCC1)=O)C1=C(C(=C(C=C1)OC)OC)OC (2-hydroxy-2-(2,3,4-trimethoxyphenyl)cyclohexanone). Isolated yield 50.9%. As a reaction SMILES: [CH3:1][O:2][C:3]1[CH:8]=[CH:7][CH:6]=[C:5]([O:9][CH3:10])[C:4]=1[O:11][CH3:12].CN(C)CCN(C)C.[Li]CCCC.C([O:28][C:29]1[C:30](=[O:35])[CH2:31][CH2:32][CH2:33][CH:34]=1)C>C1COCC1>[OH:35][C:30]1([C:6]2[CH:7]=[CH:8][C:3]([O:2][CH3:1])=[C:4]([O:11][CH3:12])[C:5]=2[O:9][CH3:10])[CH2:31][CH2:32][CH2:33][CH2:34][C:29]1=[O:28]. Procedure: A stirred solution of 8.70 g (51.8 mmol) of 1,2,3-trimethoxybenzene and 8.25 mL (54.7 mmol) of tetramethylethylenediamine in 40 mL of THF was cooled in an ice bath and 24.0 mL of 2.5 molar n-BuLi in hexanes (60.0 mmol) was added dropwise over 20 min. The cooling bath was removed and the mixture was stirred at room temperature for 2 h. The mixture was cooled to -70° C. and a solution of 6.95 g (49.6 mmol) of 2-ethoxycyclohex-2-en-1-one in 30 mL of THF was added dropwise over 45 min. The cooling b... Conditions: temperature 5 celsius. Product: C(C)(C)(C)C1C(CCC(C1)C(C)(C)C)=O (2,4 di-tert butylcyclohexanone). Reported procedure: 200 g (0.944 mole) of the 2,4-di-tert-butylcyclohexanol as prepared in Synthetic Example 2 and 2 l of acetone were introduced into a 3 l reactor. Then 320 g of a Jones reagent was added dropwise thereto under ice-cooling at 5° C. over 1.5 hour. After completion of the reaction, isopropyl alcohol was added to the reaction mixture until the brown color of the excessive reagent disappeared. Then the reaction mixture was allowed to stand. After separating the acetone reaction solution, the acetone s... Run in CC(=O)C (acetone), CC(=O)C (acetone), C(C)(C)O (isopropyl alcohol). Reaction SMILES: [C:1]([CH:5]1[CH2:10][CH:9]([C:11]([CH3:14])([CH3:13])[CH3:12])[CH2:8][CH2:7][CH:6]1[OH:15])([CH3:4])([CH3:3])[CH3:2].CC(C)=O.OS(O)(=O)=O.O=[Cr](=O)=O.C(=O)([O-])[O-].[Na+].[Na+]>CC(C)=O.C(O)(C)C>[C:1]([CH:5]1[CH2:10][CH:9]([C:11]([CH3:14])([CH3:13])[CH3:12])[CH2:8][CH2:7][C:6]1=[O:15])([CH3:4])([CH3:3])[CH3:2] |f:1.2.3,4.5.6|. Isolated yield 100.2%. The reactants are C(C)(C)(C)C1C(CCC(C1)C(C)(C)C)O (2,4-di-tert-butylcyclohexanol), CC(=O)C.OS(=O)(=O)O.O=[Cr](=O)=O (Jones reagent), C([O-])([O-])=O.[Na+].[Na+] (sodium carbonate). The reactants are FC(C=1C=C(C=O)C=CC1)(F)F (3-(trifluoromethyl)benzaldehyde), C1NC[C@@H]2[C@H]1CC[C@H]2NS(=O)(=O)C2=CC(=CC=C2)C(F)(F)F (N-((3aS,4R,6aR)-Octahydrocyclopenta[c]pyrrol-4-yl)-3-(trifluoromethyl)benzenesulfonamide), C1(CCCCC1)C(C(=O)N[C@H]1CC[C@H]2CNC[C@H]21)C2CCCCC2 (2,2-dicyclohexyl-N-[(3aS,4S,6aR)-octahydrocyclopenta[c]pyrrol-4-yl]acetamide). The product is FC(C=1C=C(CN2C[C@H]3[C@@H](C2)[C@@H](CC3)NS(=O)(=O)C3=CC(=CC=C3)C(F)(F)F)C=C(C1)C(F)(F)F)(F)F (N-{(3aS,4R,6aR)-2-[3,5-bis(trifluoromethyl)benzyl]octahydrocyclopenta[c]pyrrol-4-yl}-3-(trifluoromethyl)benzenesulfonamide). RXN SMILES: [F:1][C:2]([F:12])([F:11])[C:3]1[CH:4]=[C:5]([CH:8]=[CH:9][CH:10]=1)[CH:6]=O.[CH2:13]1[C@@H:17]2[CH2:18][CH2:19][C@@H:20]([NH:21][S:22]([C:25]3[CH:30]=[CH:29][CH:28]=[C:27]([C:31]([F:34])([F:33])[F:32])[CH:26]=3)(=[O:24])=[O:23])[C@@H:16]2[CH2:15][NH:14]1.C1(C(C2CCCCC2)C(N[C@@H]2[C@H]3[C@H](CNC3)CC2)=O)CCCCC1>>[F:1][C:2]([F:12])([F:11])[C:3]1[CH:4]=[C:5]([CH:8]=[C:9]([C:2]([F:12])([F:11])[F:1])[CH:10]=1)[CH2:6][N:14]1[CH2:15][C@H:16]2[C@H:20]([NH:21][S:22]([C:25]3[CH:30]=[CH:29][CH:28]=[C:27]([C:31]([F:34])([F:32])[F:33])[CH:26]=3)(=[O:24])=[O:23])[CH2:19][CH2:18][C@H:17]2[CH2:13]1. Reported procedure: The title compound was prepared by substituting 3,5-bis(trifluoromethyl)benzaldehyde for 3-(trifluoromethyl)benzaldehyde and N-((3aS,4R,6aR)-octahydrocyclopenta[c]pyrrol-4-yl)-3-(trifluoromethyl)benzenesulfonamide from Example 191 Step A for 2,2-dicyclohexyl-N-[(3aS,4S,6aR)-octahydrocyclopenta[c]pyrrol-4-yl]acetamide in the procedure described for Example 54: 1H NMR (500 MHz, pyridine-d5) δ ppm 9.53 (d, J=7.4, 1H), 8.42 (s, 1H), 8.30 (d, J=7.9, 1H), 8.03 (s, 1H), 7.96 (s, 2H), 7.81 (d, J=7.8, 1H... Starting materials: ClC=1C=CC2=C(C=CC3=C(N=C(N3C3CC3)C)C2C=2C(NC(N(C2)C)=O)=O)C1 ((±)-5-(7-Chloro-1-cyclopropyl-2-methyl-4H-benzo[5,6]cyclohepta[1,2-d]imidazol-4-yl)-1-methyl-2,4(1H,3H)-pyrimidinedione), COC=1C=CC(=CC1)P2(=S)SP(=S)(S2)C=3C=CC(=CC3)OC (Lawesson's reagent). The solvent is O1CCOCC1 (1,4-dioxane). The product is ClC=1C=CC2=C(C=CC3=C(N=C(N3C3CC3)C)C2C=2C(NC(N(C2)C)=O)=S)C1 ((±)-5-(7-Chloro-1-cyclopropyl-2-methyl-4H-benzo[5,6]cyclohepta[1,2-d]imidazol-4-yl)-1-methyl-3,4-dihydro-4-thioxo-2(1H)-pyrimidinone). Reaction SMILES: [Cl:1][C:2]1[CH:3]=[CH:4][C:5]2[CH:18]([C:19]3[C:20](=O)[NH:21][C:22](=[O:26])[N:23]([CH3:25])[CH:24]=3)[C:10]3[N:11]=[C:12]([CH3:17])[N:13]([CH:14]4[CH2:16][CH2:15]4)[C:9]=3[CH:8]=[CH:7][C:6]=2[CH:28]=1.COC1C=CC(P2(SP(C3C=CC(OC)=CC=3)(=S)S2)=[S:38])=CC=1>O1CCOCC1>[Cl:1][C:2]1[CH:3]=[CH:4][C:5]2[CH:18]([C:19]3[C:20](=[S:38])[NH:21][C:22](=[O:26])[N:23]([CH3:25])[CH:24]=3)[C:10]3[N:11]=[C:12]([CH3:17])[N:13]([CH:14]4[CH2:16][CH2:15]4)[C:9]=3[CH:8]=[CH:7][C:6]=2[CH:28]=1. Procedure: A mixture of the product of step (i) (0.070 g) and Lawesson's reagent (0.350 g) in 1,4-dioxane (5 ml) was heated at reflux for 8 hours. The solvent was evaporated under reduced pressure and the residue partitioned between dichloromethane and water. Purification was by chromatography eluting with 0.2% 880 ammonia, 2% methanol in dichloromethane to give the title compound.